This data is from the Open Reaction Database (ORD), a public repository of structured organic reaction records. The task is: describe an organic reaction: reactants, conditions, products, and yield As a reaction SMILES: [CH2:11]([CH3:12])[I:13].[CH2:14]1[O:15][CH2:16][CH2:17][CH2:18]1.[CH3:1][c:2]1[c:3]([CH:7]=[O:8])[n:4][cH:5][nH:6]1.[H-:10].[Na+:9].[O:19]=[CH:20][N:21]([CH3:22])[CH3:23]>>[CH3:1][c:2]1[c:3]([CH:7]=[O:8])[n:4][cH:5][n:6]1[CH2:11][CH3:12]. Starting materials: CCI, C1CCOC1, Cc1[nH]cnc1C=O, [H-], [Na+], CN(C)C=O. The product is CCn1cnc(C=O)c1C. Starting materials: CCOCC, CCOC(C)=O, Cl, CC(C)(C)OC(=O)N1CCC(N2CCN(c3ccccc3F)C2=O)CC1. Product: Cl, O=C1N(c2ccccc2F)CCN1C1CCNCC1. Reaction SMILES: [CH3:28][CH2:29][O:30][CH2:31][CH3:32].[CH3:33][CH2:34][O:35][C:36](=[O:37])[CH3:38].[ClH:27].[F:1][c:2]1[c:3]([N:8]2[C:9](=[O:26])[N:10]([CH:13]3[CH2:14][CH2:15][N:16]([C:19]([O:20][C:21]([CH3:22])([CH3:23])[CH3:24])=[O:25])[CH2:17][CH2:18]3)[CH2:11][CH2:12]2)[cH:4][cH:5][cH:6][cH:7]1>>[ClH:27].[F:1][c:2]1[c:3]([N:8]2[C:9](=[O:26])[N:10]([CH:13]3[CH2:14][CH2:15][NH:16][CH2:17][CH2:18]3)[CH2:11][CH2:12]2)[cH:4][cH:5][cH:6][cH:7]1. Starting materials: 4-(2-acetamidoethyl)-acetophenone, N1CCOCC1 (morpholine), [S] (sulfur), Cl.NCCC1=CC=C(C=C1)CC(=O)OCC (ethyl 4-(2-aminoethyl)-phenylacetate hydrochloride). Yields the product C(C)(=O)NCCC1=CC=C(C=C1)CC(=O)O (4-(2-acetamidoethyl)-phenylacetic acid). RXN SMILES: Cl.[NH2:2][CH2:3][CH2:4][C:5]1[CH:10]=[CH:9][C:8]([CH2:11][C:12]([O:14]CC)=[O:13])=[CH:7][CH:6]=1.N1CC[O:20][CH2:19][CH2:18]1.[S]>>[C:19]([NH:2][CH2:3][CH2:4][C:5]1[CH:6]=[CH:7][C:8]([CH2:11][C:12]([OH:14])=[O:13])=[CH:9][CH:10]=1)(=[O:20])[CH3:18] |f:0.1,^3:22|. Procedure: The ethyl 4-(2-aminoethyl)-phenylacetate hydrochloride used as starting material is prepared in the following manner: 4-(2-acetamidoethyl)-acetophenone is reacted with morpholine and sulfur to give the thiomorpholide of 4-(2-acetamidoethyl)-phenylacetic acid (m.p. 117°-118° C.). Subsequent alkaline saponification, followed by esterification with ethanolic hydrochloric acid, gives ethyl 4-(2-aminoethyl)-phenylacetate hydrochloride; m.p. 177°-178° C., after recrystallization from ethanol. Starting materials: [Li] (lithium), O (Water), CCCNCCCC1=CC=C(C=C1)OC (4-(3-n-propylamino)propylanisole), [Li] (lithium), N#N (N2). Run in N (ammonia), C(C)O (ethanol), C1CCOC1 (THF), anhydrous liquid, N (ammonia). Reaction conditions: time 45 minute. Yields the product COC1=CCC(=CC1)CCCNCCC (1-methoxy-4-(3-n-propylamino)propyl-1,4-cyclohexadiene). Yield: 93.5%. As a reaction SMILES: [Li].[CH3:2][CH2:3][CH2:4][NH:5][CH2:6][CH2:7][CH2:8][C:9]1[CH:14]=[CH:13][C:12]([O:15][CH3:16])=[CH:11][CH:10]=1.O.N#N>N.C(O)C.C1COCC1>[CH3:16][O:15][C:12]1[CH2:13][CH:14]=[C:9]([CH2:8][CH2:7][CH2:6][NH:5][CH2:4][CH2:3][CH3:2])[CH2:10][CH:11]=1 |^1:0|. Procedure details: A solution was prepared by dissolving 9.9 g of lithium in 2 l of anhydrous liquid ammonia. 98.7 g of 4-(3-n-propylamino)propylanisole were dissolved in a mixture of 27.8 ml of anhydrous ethanol and 300 ml of THF. This solution was added slowly in dropwise fashion with stirring to the lithium in liquid ammonia solution. After the addition had been completed. The reaction mixture was stirred for about 45 minutes. Water was then added slowly until the blue color of dissolved Li had been discharged.... The reactants are C(CCC)=O (n-butyraldehyde), N=1C=CN2C(=NC=CC21)SCCCCN2C(SCC2=O)=O (3-[4-(imidazo[1,2-c]pyrimidin-5-ylthio)butyl]thiazolidine-2,4-dione), N1CCCCC1 (piperidine). The solvent is C(C)O (ethanol), C(C)O (ethanol), C(C)O (ethanol). Run at temperature 60 celsius, time 20 minute. Yields the product C(CCC)=C1C(N(C(S1)=O)CCCCSC1=NC=CC=2N1C=CN2)=O (5-butylidene-3-[4-(imidazo[1,2-c]pyrimidin-5-ylthio)butyl]thiazolidine-2,4-dione). RXN SMILES: [N:1]1[CH:2]=[CH:3][N:4]2[C:9]=1[CH:8]=[CH:7][N:6]=[C:5]2[S:10][CH2:11][CH2:12][CH2:13][CH2:14][N:15]1[C:19](=[O:20])[CH2:18][S:17][C:16]1=[O:21].N1C[CH2:26][CH2:25][CH2:24][CH2:23]1.C(=O)CCC>C(O)C>[CH:23](=[C:18]1[S:17][C:16](=[O:21])[N:15]([CH2:14][CH2:13][CH2:12][CH2:11][S:10][C:5]2[N:4]3[CH:3]=[CH:2][N:1]=[C:9]3[CH:8]=[CH:7][N:6]=2)[C:19]1=[O:20])[CH2:24][CH2:25][CH3:26]. Procedure details: 1.612 g (5 mmol) of 3-[4-(imidazo[1,2-c]pyrimidin-5-ylthio)butyl]thiazolidine-2,4-dione and 20 ml of ethanol were placed in a reaction flask, followed by stirring at 60° C. for 20 minutes, to dissolve the starting materials. After this mixture was kept standing to 50° C., an ethanol solution of 0.05 ml (0.5 mmol) of piperidine was added. Next, an ethanol solution of 0.45 ml (5 mmol) of n-butyraldehyde was added, followed by refluxing for 100 minutes. After the reaction mixture was cooled, the so... Starting materials: CC(=O)OCc1ccc2nc(Cl)nc(N3CCOCC3)c2n1, C1CCOC1, [Li+], [OH-], O. The product is OCc1ccc2nc(Cl)nc(N3CCOCC3)c2n1. As a reaction SMILES: [C:1](=[O:2])([CH3:3])[O:4][CH2:5][c:6]1[cH:7][cH:8][c:9]2[n:10][c:11]([Cl:22])[n:12][c:13]([N:16]3[CH2:17][CH2:18][O:19][CH2:20][CH2:21]3)[c:14]2[n:15]1.[CH2:25]1[O:26][CH2:27][CH2:28][CH2:29]1.[Li+:23].[OH-:24].[OH2:30]>>[OH:4][CH2:5][c:6]1[cH:7][cH:8][c:9]2[n:10][c:11]([Cl:22])[n:12][c:13]([N:16]3[CH2:17][CH2:18][O:19][CH2:20][CH2:21]3)[c:14]2[n:15]1.